Task: describe an organic reaction: reactants, conditions, products, and yield. Dataset: the Open Reaction Database (ORD), a public repository of structured organic reaction records Reactants: C[O-].[Na+] (sodium methoxide), N1C(C=CC=C1)=O (pyridone), BrC=1C(NC=C(C1)C1=NC=NC=C1)=O (3-bromo-5-(4-pyrimidyl)-2(1H)-pyridone). As a reaction SMILES: [Br:1][C:2]1[C:3](=[O:14])[NH:4][CH:5]=[C:6]([C:8]2[CH:13]=[CH:12][N:11]=[CH:10][N:9]=2)[CH:7]=1.C[O-].[Na+].N1C=CC=C[C:19]1=O>CN(C)C=O.CO>[Br:1][C:2]1[C:3](=[O:14])[N:4]([CH3:19])[CH:5]=[C:6]([C:8]2[CH:13]=[CH:12][N:11]=[CH:10][N:9]=2)[CH:7]=1 |f:1.2|. Conditions: temperature 60 celsius. The solvent is CN(C=O)C (dimethylformamide), CO (methanol), CN(C=O)C (dimethylformamide). Product: BrC=1C(N(C=C(C1)C1=NC=NC=C1)C)=O (3-bromo-1-methyl-5-(4-pyrimidyl)-2-pyridone). Procedure: 20 g of 3-bromo-5-(4-pyrimidyl)-2(1H)-pyridone are suspended in 200 ml of dimethylformamide. A solution of 4.6 g of sodium methoxide in 300 ml of dry dimethylformamide and 15 ml of methanol is added to the pyridone suspension with stirring. The reaction mixture is filtered, 5.3 ml of methyl iodide are added to the filtrate and the mixture heated to 60° C. for 2 hours. After cooling to RT, the solution is concentrated in vacuo resulting in a liquid residue which crystallizes out upon addition of ... RXN SMILES: [CH3:1][c:2]1[cH:3][n:4][n:5]([CH2:9][C:10](=[O:11])[O:12][CH2:13][CH3:14])[c:6](=[O:8])[cH:7]1.[CH3:29][OH:30].[F:17][C:18]([F:19])([F:20])[C:21]([OH:22])=[O:23].[Li+:15].[O:24]1[CH2:25][CH2:26][CH2:27][CH2:28]1.[OH-:16].[OH2:31]>>[CH3:1][c:2]1[cH:3][n:4][n:5]([CH2:9][C:10](=[O:11])[OH:12])[c:6](=[O:8])[cH:7]1. The reactants are CCOC(=O)Cn1ncc(C)cc1=O, CO, O=C(O)C(F)(F)F, [Li+], C1CCOC1, [OH-], O. Yields the product Cc1cnn(CC(=O)O)c(=O)c1.